From a dataset of the Open Reaction Database (ORD), a public repository of structured organic reaction records. describe an organic reaction: reactants, conditions, products, and yield Reported procedure: A solution of 3,4-dihydroisocarbostyril (IV: Y=Y'=Z=Z'=H) (64.3 g.) in dried methylene dichloride was added to a methylene dichloride (250 ml.) solution of triethyloxonium fluoborate, prepared from boron trifluoride etherate (227 g.), epichlorohydrin (74 g.) and absolute ether (600 ml.) After being stirred (for about 16 hr. at 25° C.), the mixture was treated with potassium carbonate solution (50%, 75 ml.) and water (25 ml.), stirred (for 1-1/2 hr.) and filtered. The solid material was washed th... Product: N(N)C1=NCCC2=CC=CC=C12 (1-hydrazino-3,4-dihydroisoquinoline). Solvent: C(C)O (ethanol), C(C)O (ethanol). Starting materials: C(C)OC1=NCCC2=CC=CC=C12 (1-ethoxy-3,4-dihydroisoquinoline), NN (hydrazine). RXN SMILES: C(O[C:4]1[C:13]2[C:8](=[CH:9][CH:10]=[CH:11][CH:12]=2)[CH2:7][CH2:6][N:5]=1)C.[NH2:14][NH2:15]>C(O)C>[NH:14]([C:4]1[C:13]2[C:8](=[CH:9][CH:10]=[CH:11][CH:12]=2)[CH2:7][CH2:6][N:5]=1)[NH2:15]. Reactants: O=C1N(C(C2=CC=CC=C12)=O)CC/C=C/C1=CC=C(C(=O)OC(C)(C)C)C=C1 (tert-Butyl 4-[(E)-4-(1,3-dioxo-1,3-dihydro-2H-isoindol-2-yl)-1-butenyl]benzoate). The reagents and catalysts are [Pd] (Pd on carbon). The solvent is C1CCOC1.CCO (THF EtOH). Conditions: time 6 hour. Product: O=C1N(C(C2=CC=CC=C12)=O)CCCCC1=CC=C(C(=O)OC(C)(C)C)C=C1 (tert-butyl 4-[4-(1,3-dioxo-1,3-dihydro-2H-isoindol-2-yl)butyl]benzoate). The yield is 100.8%. RXN SMILES: [O:1]=[C:2]1[C:10]2[C:5](=[CH:6][CH:7]=[CH:8][CH:9]=2)[C:4](=[O:11])[N:3]1[CH2:12][CH2:13]/[CH:14]=[CH:15]/[C:16]1[CH:28]=[CH:27][C:19]([C:20]([O:22][C:23]([CH3:26])([CH3:25])[CH3:24])=[O:21])=[CH:18][CH:17]=1>C1COCC1.CCO.[Pd]>[O:1]=[C:2]1[C:10]2[C:5](=[CH:6][CH:7]=[CH:8][CH:9]=2)[C:4](=[O:11])[N:3]1[CH2:12][CH2:13][CH2:14][CH2:15][C:16]1[CH:17]=[CH:18][C:19]([C:20]([O:22][C:23]([CH3:24])([CH3:25])[CH3:26])=[O:21])=[CH:27][CH:28]=1 |f:1.2|. Procedure: tert-Butyl 4-[(E)-4-(1,3-dioxo-1,3-dihydro-2H-isoindol-2-yl)-1-butenyl]benzoate (15.1 g) was dissolved in 1:1 THF/EtOH (150 mL). 10% Pd on carbon (6.0 g) was added and the reaction placed on a Parr hydrogenator under 50 psi of H2. The reaction was shaken for 6 h. The reaction was filtered through a pad of celite and the celite washed with ethanol (3×100 mL). The organic extracts were concentrated to afford 15.3 g of tert-butyl 4-[4-(1,3-dioxo-1,3-dihydro-2H-isoindol-2-yl)butyl]benzoate: 1H NMR (... Reactants: Cc1nc2ccccn2c(=O)c1CCCl, Cc1ccccc1, Clc1cccc(N2CCNCC2)c1. Product: Cc1nc2ccccn2c(=O)c1CCN1CCN(c2cccc(Cl)c2)CC1. As a reaction SMILES: [CH3:1][c:2]1[n:3][c:4]2[n:5]([c:6](=[O:11])[c:7]1[CH2:8][CH2:9][Cl:10])[cH:12][cH:13][cH:14][cH:15]2.[CH3:29][c:30]1[cH:31][cH:32][cH:33][cH:34][cH:35]1.[Cl:16][c:17]1[cH:18][c:19]([N:23]2[CH2:24][CH2:25][NH:26][CH2:27][CH2:28]2)[cH:20][cH:21][cH:22]1>>[CH3:1][c:2]1[n:3][c:4]2[n:5]([c:6](=[O:11])[c:7]1[CH2:8][CH2:9][N:26]1[CH2:25][CH2:24][N:23]([c:19]3[cH:18][c:17]([Cl:16])[cH:22][cH:21][cH:20]3)[CH2:28][CH2:27]1)[cH:12][cH:13][cH:14][cH:15]2. Reactants: NC=1C=C(OC2=CC(=NC=C2)C(=O)N)C=CC1 (4-(3-aminophenoxy)pyridine-2-carboxamide), Cl.ClC1=CC(=NC=C1)C(=O)OC (methyl 4-chloropyridine-2-carboxylate HCl salt), NC1=CC=C(C=C1)O (4-aminophenol). Product: NC1=CC=C(OC2=CC(=NC=C2)C(=O)OC)C=C1 (Methyl 4-(4-aminophenoxy)pyridine-2-carboxylate). Reaction SMILES: NC1C=C(C=CC=1)OC1C=CN=C(C(N)=O)C=1.Cl.Cl[C:20]1[CH:25]=[CH:24][N:23]=[C:22]([C:26]([O:28][CH3:29])=[O:27])[CH:21]=1.[NH2:30][C:31]1[CH:36]=[CH:35][C:34]([OH:37])=[CH:33][CH:32]=1>>[NH2:30][C:31]1[CH:36]=[CH:35][C:34]([O:37][C:20]2[CH:25]=[CH:24][N:23]=[C:22]([C:26]([O:28][CH3:29])=[O:27])[CH:21]=2)=[CH:33][CH:32]=1 |f:1.2|. Procedure details: Methyl 4-(4-aminophenoxy)pyridine-2-carboxylate was prepared by a method analogous to that described for 4-(3-aminophenoxy) pyridine-2-carboxamide (2C), starting from the product of step 1 and 4-aminophenol. The reactants are O (water), NC=1C=C(C=CC1)C(F)(F)F (3-aminobenzotrifluoride), C(CC(=O)C)(=O)OCC (ethyl acetoacetate), C=1(C(=CC=CC1)C)C (xylene), C=1(C(=CC=CC1)C)C (xylene). The solvent is CCCCCC (hexane). Run at time 4 hour. The product is FC(C=1C=C(NC(CC(=O)C)=O)C=CC1)(F)F (3'-trifluoromethylacetoacetanilide). Yield: 55.7%. RXN SMILES: O.[C:2]([O:8]CC)(=O)[CH2:3][C:4]([CH3:6])=[O:5].C1(C)C(C)=CC=CC=1.[NH2:19][C:20]1[CH:21]=[C:22]([C:26]([F:29])([F:28])[F:27])[CH:23]=[CH:24][CH:25]=1>CCCCCC>[F:27][C:26]([F:28])([F:29])[C:22]1[CH:21]=[C:20]([CH:25]=[CH:24][CH:23]=1)[NH:19][C:2](=[O:8])[CH2:3][C:4]([CH3:6])=[O:5]. Procedure details: A two-liter reaction flask fitted with a magnetic stirrer, heating mantle, dropping funnel, thermometer, water-cooled condenser and Dean Stark trap was charged with 156.2 g (1.2 moles) of ethyl acetoacetate and 400 ml of xylene. The dropping funnel contained 161 g (1.0 mole) of 3-aminobenzotrifluoride and 320 ml xylene. The solution in the reaction pot was heated to 135° and the contents of the dropping funnel were added dropwise over a period of three hours. The low-boiling liquid which accumul... Starting materials: C(C)(C)(C)OC(=O)N1C[C@@H]2[C@@H](N(C=3C(=CC(=CC23)Br)C#N)C)CC1 ((4aS,9bR)-8-bromo-6-cyano-5-methyl-1,3,4,4a,5,9b-hexahydro-pyrido[4,3-b]indole-2-carboxylic acid tert-butyl ester), [Br-].C(CCC)[Zn+] (n-butylzinc bromide). The reagents and catalysts are C=1C=CC(=CC1)[P](C=2C=CC=CC2)(C=3C=CC=CC3)[Pd]([P](C=4C=CC=CC4)(C=5C=CC=CC5)C=6C=CC=CC6)([P](C=7C=CC=CC7)(C=8C=CC=CC8)C=9C=CC=CC9)[P](C=1C=CC=CC1)(C=1C=CC=CC1)C=1C=CC=CC1 (Pd(PPh3)4). The product is C(CCC)C=1C=C2[C@H]3[C@@H](N(C2=C(C1)C#N)C)CCNC3 ((4aS,9bR)-8-butyl-5-methyl-2,3,4,4a,5,9b-hexahydro-1H-pyrido[4,3-b]indole-6-carbonitrile). RXN SMILES: C(OC([N:8]1[CH2:24][CH2:23][C@@H:11]2[N:12]([CH3:22])[C:13]3[C:14]([C:20]#[N:21])=[CH:15][C:16](Br)=[CH:17][C:18]=3[C@@H:10]2[CH2:9]1)=O)(C)(C)C.[Br-].[CH2:26]([Zn+])[CH2:27][CH2:28][CH3:29]>C1C=CC([P]([Pd]([P](C2C=CC=CC=2)(C2C=CC=CC=2)C2C=CC=CC=2)([P](C2C=CC=CC=2)(C2C=CC=CC=2)C2C=CC=CC=2)[P](C2C=CC=CC=2)(C2C=CC=CC=2)C2C=CC=CC=2)(C2C=CC=CC=2)C2C=CC=CC=2)=CC=1>[CH2:26]([C:16]1[CH:17]=[C:18]2[C:13](=[C:14]([C:20]#[N:21])[CH:15]=1)[N:12]([CH3:22])[C@H:11]1[CH2:23][CH2:24][NH:8][CH2:9][C@@H:10]21)[CH2:27][CH2:28][CH3:29] |f:1.2,^1:34,36,55,74|. Procedure: Following the general procedure for Example 127–146, the title compound was prepared (8 mg, 30%) as a light yellow oil using (4aS,9bR)-8-bromo-6-cyano-5-methyl-1,3,4,4a,5,9b-hexahydro-pyrido[4,3-b]indole-2-carboxylic acid tert-butyl ester (Example 158, 40 mg, 0.10 mmol), n-butylzinc bromide (0.5 M in THF, 2.5 mole equivalent) and Pd(PPh3)4 (0.06 mole equivalent).: MS (ESI): 270 (base, M+H).